From a dataset of the Open Reaction Database (ORD), a public repository of structured organic reaction records. describe an organic reaction: reactants, conditions, products, and yield Starting materials: [C-]#N, CC[Al+]CC, Cc1ccccc1, Cl, CC1OC1(Cn1cncn1)c1ccc(F)cc1F, O. The product is CC(C#N)C(O)(Cn1cncn1)c1ccc(F)cc1F. As a reaction SMILES: [C-:19]#[N:20].[CH2:21]([Al+:22][CH2:23][CH3:24])[CH3:25].[CH3:28][c:29]1[cH:30][cH:31][cH:32][cH:33][cH:34]1.[ClH:27].[F:1][c:2]1[c:3]([C:9]2([CH2:13][n:14]3[n:15][cH:16][n:17][cH:18]3)[O:10][CH:11]2[CH3:12])[cH:4][cH:5][c:6]([F:8])[cH:7]1.[OH2:26]>>[F:1][c:2]1[c:3]([C:9]([CH:11]([CH3:12])[C:19]#[N:20])([CH2:13][n:14]2[n:15][cH:16][n:17][cH:18]2)[OH:26])[cH:4][cH:5][c:6]([F:8])[cH:7]1.